From a dataset of the Open Reaction Database (ORD), a public repository of structured organic reaction records. describe an organic reaction: reactants, conditions, products, and yield Starting materials: Oc1ncc(Br)cc1Cl, O, BrP(Br)Br. Product: Clc1cc(Br)cnc1Br. Reaction SMILES: [Br:1][c:2]1[cH:3][c:4]([Cl:9])[c:5]([OH:8])[n:6][cH:7]1.[OH2:10].[P:11]([Br:12])([Br:13])[Br:14]>>[Br:1][c:2]1[cH:3][c:4]([Cl:9])[c:5]([Br:12])[n:6][cH:7]1. The reactants are C(C)(C)(C)OC(=O)N1CCC(CC1)=O (1-(tert-butoxycarbonyl)-4-piperidinone), BrC1=C(CP(OC)(OC)=O)C=CC=C1 (dimethyl 2-bromobenzylphosphonate), [H-].[Na+] (NaH). Run in C1CCOC1 (THF), C1CCOC1 (THF), C1CCOC1 (THF). Run at time 1 hour. The product is C(C)(C)(C)OC(=O)N1CCC(CC1)=CC1=C(C=CC=C1)Br (1-(tert-butoxycarbonyl)-4-[(2-bromophenyl)methylene]piperidine). Reaction SMILES: [Br:1][C:2]1[CH:14]=[CH:13][CH:12]=[CH:11][C:3]=1[CH2:4]P(=O)(OC)OC.[H-].[Na+].[C:17]([O:21][C:22]([N:24]1[CH2:29][CH2:28][C:27](=O)[CH2:26][CH2:25]1)=[O:23])([CH3:20])([CH3:19])[CH3:18]>C1COCC1>[C:17]([O:21][C:22]([N:24]1[CH2:29][CH2:28][C:27](=[CH:4][C:3]2[CH:11]=[CH:12][CH:13]=[CH:14][C:2]=2[Br:1])[CH2:26][CH2:25]1)=[O:23])([CH3:20])([CH3:18])[CH3:19] |f:1.2|. Procedure details: A solution of dimethyl 2-bromobenzylphosphonate (45.66 g, 148.9 mmol) in THF was added slowly to a mixture of NaH (7.14 g of a 60% mineral oil dispersion, 178.5 mmol) in THF (200 ml) and the mixture was stirred for 1 hr. A solution of 1-(tert-butoxycarbonyl)-4-piperidinone (29.67 g, 148.9 mmol) in THF was added dropwise and the mixture was heated to reflux for 1.5 hr. The mixture was cooled and quenched with brine. The mixture was diluted with ethyl acetate, washed with water, and dried with bri... The reactants are BrC(CC1C(C(C1(C)C)Cl)=O)(Br)Br (2-(2',2',2'-tribromoethyl)-3,3-dimethyl-4-chlorocyclobutan-1-one), [OH-].[Na+] (sodium hydroxide). Conditions: temperature 80 celsius, time 18 hour. Product: BrC(=CC1C(C1(C)C)C(=O)O)Br (2-(2',2'-dibromovinyl)-3,3-dimethylcyclopropane-1-carboxylic acid). Isolated yield 100.0%. RXN SMILES: Br[C:2]([Br:13])([Br:12])[CH2:3][CH:4]1[C:7]([CH3:9])([CH3:8])[CH:6](Cl)[C:5]1=[O:11].[OH-:14].[Na+]>>[Br:13][C:2]([Br:12])=[CH:3][CH:4]1[C:7]([CH3:8])([CH3:9])[CH:6]1[C:5]([OH:11])=[O:14] |f:1.2|. Reported procedure: A mixture of 800 mg (0,02 mole) of 2-(2',2',2'-tribromoethyl)-3,3-dimethyl-4-chlorocyclobutan-1-one and 5,6 ml of 5% by weight of aqueous sodium hydroxide solution is stirred for 18 hours at 0° C. and subsequently for one additional hour at 80° C. Then the reaction mixture is cooled to room temperature washed with diethyl ether, acidified with concentrated hydrochloric acid and extracted with diethyl ether. The extract is washed with water and dried over magnesium sulphate. After evaporation of ... Starting materials: C[C@H]1C(=O)O[C@H](C(=O)O1)C (L-lactide), C1(CCCCCO1)=O (ε-caprolactone). The product is C(C(O)C)(=O)O.OC(C(=O)O)CCCC (lactic acid hydroxycaproic acid). RXN SMILES: [CH3:1][C@@H:2]1[O:9]C(=O)[C@H](C)[O:5][C:3]1=[O:4].[C:11]1(=[O:18])[O:17][CH2:16][CH2:15][CH2:14][CH2:13][CH2:12]1>>[C:3]([OH:5])(=[O:4])[CH:2]([CH3:1])[OH:9].[OH:4][CH:12]([CH2:13][CH2:14][CH2:15][CH3:16])[C:11]([OH:17])=[O:18] |f:2.3|. Reported procedure: The same procedure as in Preparation Example 4 was effected except that 6 mols of L-lactide and 14 mols of ε-caprolactone were used, thereby obtaining a lactic acid-hydroxycaproic acid copolymer (hereinafter referred to as "PCLA2"). This PCLA2 had a weight average molecular weight of 72000, and a molar ratio of a lactic acid unit to a hydroxycaproic acid unit in the copolymer was 33 to 67. Starting materials: CCC(NC(=O)c1c(CCS(C)=O)c(-c2ccccc2)nc2ccccc12)c1ccccc1, ClCCl, [Na+], [Na+], [Na+], [OH-], O, O=C(OO)c1cccc(Cl)c1, O=S([O-])([O-])=S. The product is CCC(NC(=O)c1c(CCS(C)(=O)=O)c(-c2ccccc2)nc2ccccc12)c1ccccc1. Reaction SMILES: [CH3:1][S:2](=[O:3])[CH2:4][CH2:5][c:6]1[c:7](-[c:28]2[cH:29][cH:30][cH:31][cH:32][cH:33]2)[n:8][c:9]2[cH:10][cH:11][cH:12][cH:13][c:14]2[c:15]1[C:16](=[O:17])[NH:18][CH:19]([CH2:20][CH3:21])[c:22]1[cH:23][cH:24][cH:25][cH:26][cH:27]1.[Cl:54][CH2:55][Cl:56].[Na+:50].[Na+:51].[Na+:53].[OH-:52].[OH2:57].[OH:34][O:35][C:36]([c:37]1[cH:38][c:39]([Cl:40])[cH:41][cH:42][cH:43]1)=[O:44].[S:45]([O-:46])([O-:47])(=[O:48])=[S:49]>>[CH3:1][S:2](=[O:3])([CH2:4][CH2:5][c:6]1[c:7](-[c:28]2[cH:29][cH:30][cH:31][cH:32][cH:33]2)[n:8][c:9]2[cH:10][cH:11][cH:12][cH:13][c:14]2[c:15]1[C:16](=[O:17])[NH:18][CH:19]([CH2:20][CH3:21])[c:22]1[cH:23][cH:24][cH:25][cH:26][cH:27]1)=[O:34]. Reaction SMILES: [Br:26][CH2:27][c:28]1[cH:29][cH:30][cH:31][c:32]([C:34]#[N:35])[n:33]1.[H-:24].[Na+:25].[O:1]1[CH2:2][CH2:3][O:4][c:5]2[c:6]1[cH:7][cH:8][c:9]([C:11](=[O:12])[c:13]1[cH:14][nH:15][c:16]3[cH:17][cH:18][cH:19][cH:20][c:21]3[c:22]1=[O:23])[cH:10]2.[O:36]=[CH:37][N:38]([CH3:39])[CH3:40]>>[O:1]1[CH2:2][CH2:3][O:4][c:5]2[c:6]1[cH:7][cH:8][c:9]([C:11](=[O:12])[c:13]1[cH:14][n:15]([CH2:27][c:28]3[cH:29][cH:30][cH:31][c:32]([C:34]#[N:35])[n:33]3)[c:16]3[cH:17][cH:18][cH:19][cH:20][c:21]3[c:22]1=[O:23])[cH:10]2. Starting materials: N#Cc1cccc(CBr)n1, [H-], [Na+], O=C(c1ccc2c(c1)OCCO2)c1c[nH]c2ccccc2c1=O, CN(C)C=O. The product is N#Cc1cccc(Cn2cc(C(=O)c3ccc4c(c3)OCCO4)c(=O)c3ccccc32)n1. The reactants are C(CC1=CC(OC)=C(O)C=C1)(=O)OCC (ethyl homovanillate), BrCCCCl (1-bromo-3-chloropropane), C([O-])([O-])=O.[K+].[K+] (potassium carbonate). Solvent: CC(=O)C (acetone). Yields the product C(C)OC(CC1=CC(=C(C=C1)OCCCCl)OC)=O (4-(3-Chloropropoxy)-3-methoxybenzeneacetic acid ethyl ester). Yield: 65.1%. As a reaction SMILES: [C:1]([O:13][CH2:14][CH3:15])(=[O:12])[CH2:2][C:3]1[CH:11]=[CH:10][C:8]([OH:9])=[C:5]([O:6][CH3:7])[CH:4]=1.Br[CH2:17][CH2:18][CH2:19][Cl:20].C(=O)([O-])[O-].[K+].[K+]>CC(C)=O>[CH2:14]([O:13][C:1](=[O:12])[CH2:2][C:3]1[CH:11]=[CH:10][C:8]([O:9][CH2:17][CH2:18][CH2:19][Cl:20])=[C:5]([O:6][CH3:7])[CH:4]=1)[CH3:15] |f:2.3.4|. Procedure details: A mixture of 50 g (0.238 mole of ethyl homovanillate (98% Aldrich), 75 g (0.476 mole) of 1-bromo-3-chloropropane and 98.7 g (0.71 mole) of anhydrous potassium carbonate in 1 L of acetone was heated at reflux for 24 hr. The mixture was filtered and the filtrate was concentrated under reduced pressure to give an oil which gradually crystallized to a semi-solid. The solid was recrystallized from ethyl ether-petroleum ether (30°-60°) to yield 44.4 g (65%) of title compound a white solid, mp 36°-38° ...